Dataset: the Open Reaction Database (ORD), a public repository of structured organic reaction records. Task: describe an organic reaction: reactants, conditions, products, and yield The reactants are N(C1=CC=CC=C1)C1CN(CC1)CC1=CC=CC=C1 (3-Anilino-1-benzylpyrrolidine), O.NN (hydrazine monohydrate). Reagents/catalysts: [C].[Pd] (palladium-carbon). The solvent is C(C)O (ethanol). Product: N(C1=CC=CC=C1)C1CNCC1 (3-anilinopyrrolidine). Isolated yield 86.8%. As a reaction SMILES: [NH:1]([CH:8]1[CH2:12][CH2:11][N:10](CC2C=CC=CC=2)[CH2:9]1)[C:2]1[CH:7]=[CH:6][CH:5]=[CH:4][CH:3]=1.O.NN>C(O)C.[C].[Pd]>[NH:1]([CH:8]1[CH2:12][CH2:11][NH:10][CH2:9]1)[C:2]1[CH:3]=[CH:4][CH:5]=[CH:6][CH:7]=1 |f:1.2,4.5|. Reported procedure: 3-Anilino-1-benzylpyrrolidine (1.2 g) was dissolved in ethanol (20 ml), 10% palladium-carbon (0.5 g) was added thereto. The mixture was stirred at room temperature, and hydrazine monohydrate (0.24 g) was added. The mixture was stirred under heating for 2 hours and cooled to room temperature. 10% Palladium-carbon was filtered off with celite, and the filtrate was concentrated to give 3-anilinopyrrolidine (0.67 g). Yields the product N1=CC=NC2=CC(=CC=C12)C(=O)O (quinoxaline-6-carboxylic acid). Reaction SMILES: FC1C=C([C:8]2[C:17](N(C(C)C)C)=[N:16][C:15]3[C:10](=[CH:11][CH:12]=[C:13]([C:23]([O:25]C)=[O:24])[CH:14]=3)[N:9]=2)C=CC=1.CO.[OH-].[Na+]>O>[N:9]1[C:10]2[C:15](=[CH:14][C:13]([C:23]([OH:25])=[O:24])=[CH:12][CH:11]=2)[N:16]=[CH:17][CH:8]=1 |f:2.3|. Conditions: temperature 50 celsius, time 8 minute. Reactants: FC=1C=C(C=CC1)C1=NC2=CC=C(C=C2N=C1N(C)C(C)C)C(=O)OC (methyl 2-(3-fluorophenyl)-3-(isopropyl(methyl)amino)quinoxaline-6-carboxylate), CO (methanol), [OH-].[Na+] (sodium hydroxide). Procedure: Into a 50-mL round-bottom flask, was placed methyl 2-(3-fluorophenyl)-3-(isopropyl(methyl)amino)quinoxaline-6-carboxylate (75 mg, 0.21 mmol, 1.00 equiv), methanol (15 mL), sodium hydroxide (42 mg, 1.05 mmol, 4.94 equiv), water (2 mL). The resulting solution was stirred for 2 hs at 50° C. in an oil bath. The resulting mixture was concentrated under vacuum. The resulting solution was diluted with 20 mL of H2O. The pH value of the aqueous solution was adjusted to 4-5 with aqueous hydrogen chloride ... Solvent: O (water). Starting materials: CCC(C)(C)O, C[O-], C[Si](C)(C)Cl, CO[Si](OC)(OC)C1CCCC1, [Na+]. Product: CCC(C)(C)O[Si](OC)(OC)C1CCCC1. RXN SMILES: [C:13]([CH3:14])([CH3:15])([CH2:16][CH3:17])[OH:18].[CH3:19][O-:20].[CH3:22][Si:23]([CH3:24])([CH3:25])[Cl:26].[CH:1]1([Si:6]([O:7][CH3:8])([O:9][CH3:10])[O:11][CH3:12])[CH2:2][CH2:3][CH2:4][CH2:5]1.[Na+:21]>>[CH:1]1([Si:6]([O:7][CH3:8])([O:9][CH3:10])[O:18][C:13]([CH3:14])([CH3:15])[CH2:16][CH3:17])[CH2:2][CH2:3][CH2:4][CH2:5]1. As a reaction SMILES: [C:1]([CH3:2])([CH3:3])([CH3:4])[O:5][C:6]([NH:7][CH2:8][CH:9]1[CH2:10][CH2:11][CH:12]([CH2:15][NH:16][C:17]([O:18][C:19]([CH3:20])([CH3:21])[CH3:22])=[O:23])[CH2:13][CH2:14]1)=[O:24].[C:26]([O:27][C:28]([O:29][C:30]([CH3:31])([CH3:32])[CH3:33])=[O:34])([O:35][C:36]([CH3:37])([CH3:38])[CH3:39])=[O:40].[CH3:44][CH2:45][O:46][C:47]([CH3:48])=[O:49].[Cl:41][CH2:42][Cl:43].[ClH:25]>>[C:1]([CH3:2])([CH3:3])([CH3:4])[O:5][C:6]([NH:7][CH2:8][CH:9]1[CH2:10][CH2:11][CH:12]([CH2:15][NH2:16])[CH2:13][CH2:14]1)=[O:24]. Starting materials: CC(C)(C)OC(=O)NCC1CCC(CNC(=O)OC(C)(C)C)CC1, CC(C)(C)OC(=O)OC(=O)OC(C)(C)C, CCOC(C)=O, ClCCl, Cl. Product: CC(C)(C)OC(=O)NCC1CCC(CN)CC1. Starting materials: C(COCCO)O (diethylene glycol), C[Si](C)(C)[N-][Si](C)(C)C.[Li+] (lithium bis(trimethylsilyl)amide), C1(CC1)NC(=O)C1=C(C=2C(=NC(=C(C2C)Cl)S(=O)C)S1)N (3-amino-5-chloro-6-methanesulfinyl-4-methyl-thieno[2,3-b]pyridine-2-carboxylic acid cyclopropylamide). Run in C1CCOC1 (THF). Conditions: temperature 75 celsius, time 15 minute. Yields the product C1(CC1)NC(=O)C1=C(C=2C(=NC(=C(C2C)Cl)OCCOCCO)S1)N (3-Amino-5-chloro-6-[2-(2-hydroxy-ethoxy)-ethoxy]-4-methyl-thieno[2,3-b]pyridine-2-carboxylic acid cyclopropylamide). Yield: 38.9%. Reaction SMILES: [CH2:1]([OH:7])[CH2:2][O:3][CH2:4][CH2:5][OH:6].C[Si]([N-][Si](C)(C)C)(C)C.[Li+].[CH:18]1([NH:21][C:22]([C:24]2[S:37][C:27]3=[N:28][C:29](S(C)=O)=[C:30]([Cl:33])[C:31]([CH3:32])=[C:26]3[C:25]=2[NH2:38])=[O:23])[CH2:20][CH2:19]1>C1COCC1>[CH:18]1([NH:21][C:22]([C:24]2[S:37][C:27]3=[N:28][C:29]([O:7][CH2:1][CH2:2][O:3][CH2:4][CH2:5][OH:6])=[C:30]([Cl:33])[C:31]([CH3:32])=[C:26]3[C:25]=2[NH2:38])=[O:23])[CH2:20][CH2:19]1 |f:1.2|. Procedure: To a solution of diethylene glycol (1.118 g, 10.54 mmol) in THF (3 ml) at room temperature is added dropwise a solution of lithium bis(trimethylsilyl)amide (1.0 M in hexanes) (3.50 ml, 3.50 mmol). The reaction mixture is stirred for 15 minutes and then is treated with 3-amino-5-chloro-6-methanesulfinyl-4-methyl-thieno[2,3-b]pyridine-2-carboxylic acid cyclopropylamide (0.345 g, 1.00 mmol). The reaction mixture is heated at 75° C. for 1 hour, cooled to room temperature, and then quenched by the ad... Reactants: COC(=O)C1=NC2=CC=CC=C2C=C1C (2-Methoxycarbonyl-3-methylquinoline), [H][H] (hydrogen), [H][H] (hydrogen). Reagents/catalysts: [Pt]=O (platinum oxide). Run in C(C)(=O)O (acetic acid). Product: COC(=O)[C@@H]1NC2=CC=CC=C2C[C@@H]1C (cis-2-methoxycarbonyl-3-methyltetrahydroquinoline). The yield is 78.2%. Reaction SMILES: [CH3:1][O:2][C:3]([C:5]1[C:14]([CH3:15])=[CH:13][C:12]2[C:7](=[CH:8][CH:9]=[CH:10][CH:11]=2)[N:6]=1)=[O:4].[H][H]>C(O)(=O)C.[Pt]=O>[CH3:1][O:2][C:3]([C@H:5]1[C@@H:14]([CH3:15])[CH2:13][C:12]2[C:7](=[CH:8][CH:9]=[CH:10][CH:11]=2)[NH:6]1)=[O:4]. Procedure: 2-Methoxycarbonyl-3-methylquinoline (30 g, 0.149 mol) in acetic acid (300 mL) was hydrogenated over platinum oxide (1 g) under atmospheric pressure of hydrogen at room temperature until the theoretical amount of hydrogen was consumed. The mixture was passed through celite and concentrated in vacuo. The residue was purified by silica gel column chromatography with 20:1 to 10:1 hexane/ethyl acetate to give 23.93 g of cis-2-methoxycarbonyl-3-methyltetrahydroquinoline (78%): 1H NMR (270 MHz, CDCl3) ... The reactants are COC1=C(C=C(C=N1)CSCC(=O)O)[N+](=O)[O-] (2-((6-methoxy-5-nitropyridin-3-yl)methylthio)acetic acid), OO (hydrogen peroxide). Run in C(C)(=O)O (acetic acid). Reaction conditions: time 30 minute. Yields the product COC1=C(C=C(C=N1)CS(=O)CC(=O)O)[N+](=O)[O-] (2-((6-Methoxy-5-nitropyridin-3-yl)methylsulfinyl)acetic acid). RXN SMILES: [CH3:1][O:2][C:3]1[N:8]=[CH:7][C:6]([CH2:9][S:10][CH2:11][C:12]([OH:14])=[O:13])=[CH:5][C:4]=1[N+:15]([O-:17])=[O:16].[OH:18]O>C(O)(=O)C>[CH3:1][O:2][C:3]1[N:8]=[CH:7][C:6]([CH2:9][S:10]([CH2:11][C:12]([OH:14])=[O:13])=[O:18])=[CH:5][C:4]=1[N+:15]([O-:17])=[O:16]. Reported procedure: Treatment of 2-((6-methoxy-5-nitropyridin-3-yl)methylthio)acetic acid (1.0 mmol, 0.26 g) in acetic acid (30 mL) with hydrogen peroxide 35% (1.0 mmol, 0.05 mL) and the mixture was stirred at room temperature for 1.5 hr followed by 60° C. for 30 minutes. The mixture was evaporated in vacuo to yield the title compound. 1H-NMR (D2O) δ: 1.97 (s, 2H, CH2), 4.23 (d, 1H, J=14.0 Hz, CH), 4.44 (d, 1H, J=14.0 Hz, CH), 4.14 (s, 3H, OCH3), 8.43 (s, 1H, Py-H), 8.52 (s, 1H, Py-H); HR-MS (ESL) m/z: 273.0146 [M−... Reactants: BrBr, CC(=O)O, O, CCCc1cc2cc(OCc3ccccc3)ccc2n1S(=O)(=O)c1ccccc1. Product: CCCc1cc2c(Br)c(OCc3ccccc3)ccc2n1S(=O)(=O)c1ccccc1. RXN SMILES: [Br:30][Br:31].[CH3:33][C:34](=[O:35])[OH:36].[OH2:32].[c:1]1([CH2:7][O:8][c:9]2[cH:10][c:11]3[cH:12][c:13]([CH2:27][CH2:28][CH3:29])[n:14]([S:18](=[O:19])(=[O:20])[c:21]4[cH:22][cH:23][cH:24][cH:25][cH:26]4)[c:15]3[cH:16][cH:17]2)[cH:2][cH:3][cH:4][cH:5][cH:6]1>>[c:1]1([CH2:7][O:8][c:9]2[c:10]([Br:30])[c:11]3[cH:12][c:13]([CH2:27][CH2:28][CH3:29])[n:14]([S:18](=[O:19])(=[O:20])[c:21]4[cH:22][cH:23][cH:24][cH:25][cH:26]4)[c:15]3[cH:16][cH:17]2)[cH:2][cH:3][cH:4][cH:5][cH:6]1. Starting materials: CC(C)CCCC(C)CCC(=O)OC(C)(C)C, ClCCl, O=C(O)C(F)(F)F. The product is CC(C)CCCC(C)CCC(=O)O. RXN SMILES: [C:1]([CH3:2])([CH3:3])([CH3:4])[O:5][C:6]([CH2:7][CH2:8][CH:9]([CH2:10][CH2:11][CH2:12][CH:13]([CH3:14])[CH3:15])[CH3:16])=[O:17].[Cl:25][CH2:26][Cl:27].[F:18][C:19]([F:20])([F:21])[C:22]([OH:23])=[O:24]>>[O:5]=[C:6]([CH2:7][CH2:8][CH:9]([CH2:10][CH2:11][CH2:12][CH:13]([CH3:14])[CH3:15])[CH3:16])[OH:17]. Reactants: C1(=CC=C(C=C1)S(=O)(=O)C[N+]#[C-])C (p-Toluenesulfonylmethyl isocyanide), C([O-])([O-])=O.[K+].[K+] (potassium carbonate), CO (methanol), C(C1=CC=CC=C1)OC1=C(C(=O)OCC2=CC=CC=C2)C=C(C=C1)C=O (benzyl 2-(benzyloxy)-5-formylbenzoate), C1(=CC=C(C=C1)S(=O)(=O)C[N+]#[C-])C (p-toluenesulfonylmethyl isocyanide), C([O-])([O-])=O.[K+].[K+] (potassium carbonate). Solvent: C(C)(=O)OCC (ethyl acetate), O (water). Yields the product C(C1=CC=CC=C1)OC1=C(C(=O)OC)C=C(C=C1)C1=CN=CO1 (methyl 2-(benzyloxy)-5-(oxazol-5-yl)benzoate). Isolated yield 67.4%. RXN SMILES: C1(C)C=CC(S([CH2:10][N+:11]#[C-:12])(=O)=O)=CC=1.C(=O)([O-])[O-].[K+].[K+].CO.[CH2:22]([O:29][C:30]1[CH:45]=[CH:44][C:43]([CH:46]=[O:47])=[CH:42][C:31]=1[C:32]([O:34][CH2:35]C1C=CC=CC=1)=[O:33])[C:23]1[CH:28]=[CH:27][CH:26]=[CH:25][CH:24]=1>C(OCC)(=O)C.O>[CH2:22]([O:29][C:30]1[CH:45]=[CH:44][C:43]([C:46]2[O:47][CH:12]=[N:11][CH:10]=2)=[CH:42][C:31]=1[C:32]([O:34][CH3:35])=[O:33])[C:23]1[CH:24]=[CH:25][CH:26]=[CH:27][CH:28]=1 |f:1.2.3|. Procedure: p-Toluenesulfonylmethyl isocyanide (0.55 g) and potassium carbonate (0.39 g) were added to a methanol (9 mL) suspension of the obtained benzyl 2-(benzyloxy)-5-formylbenzoate (0.93 g), followed by heating to reflux for 1 hour and 40 minutes. The reaction mixture was cooled to room temperature, and then p-toluenesulfonylmethyl isocyanide (0.079 g) and potassium carbonate (0.058 g) were added thereto, followed by heating to reflux for 1 hour and 30 minutes. The reaction mixture was cooled to room t...